From a dataset of the Open Reaction Database (ORD), a public repository of structured organic reaction records. describe an organic reaction: reactants, conditions, products, and yield The reactants are Cl, COc1ccc2c(c1)OCC(c1cccc(F)c1)C2c1ccc(OCCN2CCCC2)cc1, c1ccncc1. Product: Oc1ccc2c(c1)OCC(c1cccc(F)c1)C2c1ccc(OCCN2CCCC2)cc1. As a reaction SMILES: [ClH:34].[F:1][c:2]1[cH:3][c:4]([CH:8]2[CH2:9][O:10][c:11]3[cH:12][c:13]([O:32][CH3:33])[cH:14][cH:15][c:16]3[CH:17]2[c:18]2[cH:19][cH:20][c:21]([O:24][CH2:25][CH2:26][N:27]3[CH2:28][CH2:29][CH2:30][CH2:31]3)[cH:22][cH:23]2)[cH:5][cH:6][cH:7]1.[n:35]1[cH:36][cH:37][cH:38][cH:39][cH:40]1>>[F:1][c:2]1[cH:3][c:4]([CH:8]2[CH2:9][O:10][c:11]3[cH:12][c:13]([OH:32])[cH:14][cH:15][c:16]3[CH:17]2[c:18]2[cH:19][cH:20][c:21]([O:24][CH2:25][CH2:26][N:27]3[CH2:28][CH2:29][CH2:30][CH2:31]3)[cH:22][cH:23]2)[cH:5][cH:6][cH:7]1.